Dataset: the Open Reaction Database (ORD), a public repository of structured organic reaction records. Task: describe an organic reaction: reactants, conditions, products, and yield As a reaction SMILES: Br[C:2]1[N:7]2[CH:8]=[CH:9][N:10]=[C:6]2[CH:5]=[CH:4][CH:3]=1.BrCC.[C:14](OCC)(=[O:20])[C:15]([O:17][CH2:18][CH3:19])=[O:16]>O1CCCC1>[CH2:18]([O:17][C:15](=[O:16])[C:14]([C:2]1[N:7]2[CH:8]=[CH:9][N:10]=[C:6]2[CH:5]=[CH:4][CH:3]=1)=[O:20])[CH3:19]. Product: C(C)OC(C(=O)C1=CC=CC=2N1C=CN2)=O ((Imidazo[1,2-a]pyridin-5-yl)oxoacetic acid ethyl ester). Procedure details: Add Mg turnings (0.25 g, 9.95 mmol) to a solution of 5-Bromoimidazo[1,2-a]pyridine (1.5 g, 7.65 mmol) in tetrahydrofuran (20 ml). Heat the reaction to 60° C. and add bromoethane (1.2 ml, 11.1 mmol). Reflux for another 0.5 hours, cool and cannula dropwise into a solution of diethyl oxalate (5 ml) in tetrahydrofuran (5 ml) at −15° C. Stir at −15° C. for 0.5 hours and at room temperature for 0.5 hours. Quench the reaction by adding pH 7 buffer, extract into ethyl acetate, wash with saturated sodium... Reaction conditions: temperature -15 celsius, time 0.5 hour. The solvent is O1CCCC1 (tetrahydrofuran), O1CCCC1 (tetrahydrofuran). Reactants: BrCC (bromoethane), C(C(=O)OCC)(=O)OCC (diethyl oxalate), Mg, BrC1=CC=CC=2N1C=CN2 (5-Bromoimidazo[1,2-a]pyridine). The reactants are O=C1N(C(C2=CC=CC=C12)=O)OC(C(=O)O)=C (2-[(1,3-Dioxo-2H-isoindol-2-yl)oxy]-2-propenoic acid), C1(=CC=CC=C1)C(=[N+]=[N-])C1=CC=CC=C1 (diphenyldiazomethane), C1(=CC=CC=C1)C(=[N+]=[N-])C1=CC=CC=C1 (diphenyldiazomethane), C1(=CC=CC=C1)C(=[N+]=[N-])C1=CC=CC=C1 (diphenyldiazomethane), C(C)(=O)O (acetic acid). Solvent: C(C)#N (acetonitrile). The product is O=C1N(C(C2=CC=CC=C12)=O)OC(C(=O)OC(C1=CC=CC=C1)C1=CC=CC=C1)=C (2-[(1,3-Dioxo-2H-isoindol-2-yl)oxy]-2-propenoic acid, diphenylmethyl ester). The yield is 99.1%. As a reaction SMILES: [O:1]=[C:2]1[C:10]2[C:5](=[CH:6][CH:7]=[CH:8][CH:9]=2)[C:4](=[O:11])[N:3]1[O:12][C:13](=[CH2:17])[C:14]([OH:16])=[O:15].[C:18]1([C:24]([C:27]2[CH:32]=[CH:31][CH:30]=[CH:29][CH:28]=2)=[N+]=[N-])[CH:23]=[CH:22][CH:21]=[CH:20][CH:19]=1.C(O)(=O)C>C(#N)C>[O:1]=[C:2]1[C:10]2[C:5](=[CH:6][CH:7]=[CH:8][CH:9]=2)[C:4](=[O:11])[N:3]1[O:12][C:13](=[CH2:17])[C:14]([O:16][CH:24]([C:18]1[CH:23]=[CH:22][CH:21]=[CH:20][CH:19]=1)[C:27]1[CH:32]=[CH:31][CH:30]=[CH:29][CH:28]=1)=[O:15]. Procedure details: 2-[(1,3-Dioxo-2H-isoindol-2-yl)oxy]-2-propenoic acid (1.54 g, 4.8 mmole) was dissolved in 25 ml of acetonitrile and a solution of diphenyldiazomethane (1.17 g, 5.94 mmole/50 ml acetonitrile) was added dropwise. After approximately 1.1 equivalents of diphenyldiazomethane had been added, tlc showed no starting material remaining. The excess diphenyldiazomethane was decomposed with the addition of a small amount of acetic acid. The reaction solution was concentrated to a residue, dissolved in ethyl... Starting materials: C(C)OC(CC(=O)C1=CC(=NO1)C(CC(C)C)NC(=O)OC(C)(C)C)=O (3-[3-(1-tert-butoxycarbonylamino-3-methyl-butyl)-isoxazol-5-yl]-3-oxo-propionic acid ethyl ester), Cl (HCl). Run in O1CCOCC1 (dioxane). Yields the product Cl.C(C)OC(CC(=O)C1=CC(=NO1)C(CC(C)C)N)=O (3-[3-(1-Amino-3-methyl-butyl)-isoxazol-5-yl]-3-oxo-propionic acid ethyl ester hydrochloride). Reaction SMILES: [CH2:1]([O:3][C:4](=[O:26])[CH2:5][C:6]([C:8]1[O:12][N:11]=[C:10]([CH:13]([NH:18]C(OC(C)(C)C)=O)[CH2:14][CH:15]([CH3:17])[CH3:16])[CH:9]=1)=[O:7])[CH3:2].[ClH:27]>O1CCOCC1>[ClH:27].[CH2:1]([O:3][C:4](=[O:26])[CH2:5][C:6]([C:8]1[O:12][N:11]=[C:10]([CH:13]([NH2:18])[CH2:14][CH:15]([CH3:16])[CH3:17])[CH:9]=1)=[O:7])[CH3:2] |f:3.4|. Procedure details: A solution of 3-[3-(1-tert-butoxycarbonylamino-3-methyl-butyl)-isoxazol-5-yl]-3-oxo-propionic acid ethyl ester (1.4 g, 3.9 mmol) in 4M HCl in dioxane (5 ml) was stirred at room temperature. After 3 h the mixture was concentrated under reduced pressure to give the title compound as a pale yellow solid. MS [M+1]+269.0.